Dataset: the Open Reaction Database (ORD), a public repository of structured organic reaction records. Task: describe an organic reaction: reactants, conditions, products, and yield Starting materials: CC1(C)C2CCC(O)C21, ClCCl. Yields the product CC1(C)C2CCC(=O)C21. Reaction SMILES: [CH3:1][C:2]1([CH3:9])[CH:3]2[CH2:4][CH2:5][CH:6]([OH:8])[CH:7]12.[Cl:10][CH2:11][Cl:12]>>[CH3:1][C:2]1([CH3:9])[CH:3]2[CH2:4][CH2:5][C:6](=[O:8])[CH:7]12. Reactants: O (water), [N+](=O)([O-])C(CCC(=O)OC)(COCOCC(CCC(=O)OC)([N+](=O)[O-])[N+](=O)[O-])[N+](=O)[O-] (Dimethyl 4,4,10,10-tetranitro-6,8-dioxatridecane-1,13-dioate), O (water). Solvent: B.C1CCOC1 (BH3.THF). Reaction conditions: time 3 day. Product: [N+](=O)([O-])C(CCCO)(COCOCC(CCCO)([N+](=O)[O-])[N+](=O)[O-])[N+](=O)[O-] (4,4,10,10-Tetranitro-6,8-dioxatridecane-1,13-diol). Reaction SMILES: [N+:1]([C:4]([N+:29]([O-:31])=[O:30])([CH2:11][O:12][CH2:13][O:14][CH2:15][C:16]([N+:26]([O-:28])=[O:27])([N+:23]([O-:25])=[O:24])[CH2:17][CH2:18][C:19](OC)=[O:20])[CH2:5][CH2:6][C:7](OC)=[O:8])([O-:3])=[O:2].O>B.C1COCC1>[N+:1]([C:4]([N+:29]([O-:31])=[O:30])([CH2:11][O:12][CH2:13][O:14][CH2:15][C:16]([N+:23]([O-:25])=[O:24])([N+:26]([O-:28])=[O:27])[CH2:17][CH2:18][CH2:19][OH:20])[CH2:5][CH2:6][CH2:7][OH:8])([O-:3])=[O:2] |f:2.3|. Reported procedure: Dimethyl 4,4,10,10-tetranitro-6,8-dioxatridecane-1,13-dioate (28.8 g) was dissolved in 139 mL of BH3.THF with ice-cooling and under a nitrogen atmosphere. The solution was stirred at room temperature for 3 days, after which time 27 mL of water was added slowly and the mixture was heated at 60° C. for 5 minutes. After cooling, the mixture was poured into 200 mL of water, and the product was extracted with ether. The ether solution was washed with aqueous sodium bicarbonate solution, then with wat...